Dataset: the Open Reaction Database (ORD), a public repository of structured organic reaction records. Task: describe an organic reaction: reactants, conditions, products, and yield Reactants: ClC1=CC(=NC2=C(C3=C(C=C12)C(C=C(O3)C(=O)O)=O)CCC)C(=O)O (6-Chloro-4-oxo-10-propyl-4H-pyrano[3,2-g]quinoline-2,8-dicarboxylic acid), C([O-])(O)=O.[Na+] (sodium bicarbonate). Solvent: O (water). Yields the product ClC1=CC(=NC2=C(C3=C(C=C12)C(C=C(O3)C(=O)[O-])=O)CCC)C(=O)[O-].[Na+].[Na+] (Disodium 6-chloro-4-oxo-10-propyl-4H-pyrano[3,2-g]quinoline-2,8-dicarboxylate). Yield: 85.1%. Reaction SMILES: [Cl:1][C:2]1[C:11]2[C:6](=[C:7]([CH2:20][CH2:21][CH3:22])[C:8]3[O:15][C:14]([C:16]([OH:18])=[O:17])=[CH:13][C:12](=[O:19])[C:9]=3[CH:10]=2)[N:5]=[C:4]([C:23]([OH:25])=[O:24])[CH:3]=1.C(=O)(O)[O-].[Na+:30]>O>[Cl:1][C:2]1[C:11]2[C:6](=[C:7]([CH2:20][CH2:21][CH3:22])[C:8]3[O:15][C:14]([C:16]([O-:18])=[O:17])=[CH:13][C:12](=[O:19])[C:9]=3[CH:10]=2)[N:5]=[C:4]([C:23]([O-:25])=[O:24])[CH:3]=1.[Na+:30].[Na+:30] |f:1.2,4.5.6|. Reported procedure: 6-Chloro-4-oxo-10-propyl-4H-pyrano[3,2-g]quinoline-2,8-dicarboxylic acid (0.629 g) suspended in water was treated with sodium bicarbonate (0.292 g) and stirred until complete dissolution occurred. The solution was filtered then treated with acetone. The precipitated product was collected by filtration and dried to give (0.6 g) of the title compound. The reactants are compound, ClC1=C(C(=O)CC(=O)OCC)C=C(C(=C1C)Cl)F (Ethyl (2,4-dichloro-5-fluoro-3-methyl-benzoyl)-acetate), C(OCC)([O-])[O-] (ethyl orthoformate), C(C)(=O)OC(C)=O (acetic anhydride). Yields the product ClC1=C(C(=O)C(C(=O)OCC)=COCC)C=C(C(=C1C)Cl)F (Ethyl 2-(2,4-dichloro-5-fluoro-3-methyl-benzoyl)-3-ethoxy-acrylate). As a reaction SMILES: [Cl:1][C:2]1[C:15]([CH3:16])=[C:14]([Cl:17])[C:13]([F:18])=[CH:12][C:3]=1[C:4]([CH2:6][C:7]([O:9][CH2:10][CH3:11])=[O:8])=[O:5].[CH:19]([O-])([O-])[O:20][CH2:21][CH3:22].C(OC(=O)C)(=O)C>>[Cl:1][C:2]1[C:15]([CH3:16])=[C:14]([Cl:17])[C:13]([F:18])=[CH:12][C:3]=1[C:4]([C:6](=[CH:19][O:20][CH2:21][CH3:22])[C:7]([O:9][CH2:10][CH3:11])=[O:8])=[O:5]. Procedure details: 14.1 g of the compound from (e), 10.7 g of ethyl orthoformate and 12.3 g of acetic anhydride are boiled for 2 hours. The volatile components are then removed by distillation first in a water-pump vacuum and then in a high vacuum at a bath temperature of 130° C. 14 g of the title compound remain (oil). Starting materials: N#N (N2), IC=1SC=CC1SC (2-iodo-3-methylsulfanyl-thiophene), BrC1=CC=C(C=C1)B(O)O (4-bromobenzeneboronic acid), C([O-])([O-])=O.[K+].[K+] (potassium carbonate). The reagents and catalysts are [Pd].C1(=CC=CC=C1)P(C1=CC=CC=C1)C1=CC=CC=C1.C1(=CC=CC=C1)P(C1=CC=CC=C1)C1=CC=CC=C1.C1(=CC=CC=C1)P(C1=CC=CC=C1)C1=CC=CC=C1.C1(=CC=CC=C1)P(C1=CC=CC=C1)C1=CC=CC=C1 (tetrakis(triphenylphosphine)-palladium (0)). Solvent: C(C)O (ethanol), C(OC)COC (dimethoxyethane), O (water). Run at temperature 80 celsius, time 12 hour. Product: CSC1=C(SC=C1)C1=CC=CC=C1 (3-Methylsulfanyl-2-phenyl-thiophene). The yield is 82.7%. Reaction SMILES: I[C:2]1[S:3][CH:4]=[CH:5][C:6]=1[S:7][CH3:8].Br[C:10]1[CH:15]=[CH:14][C:13](B(O)O)=[CH:12][CH:11]=1.C(=O)([O-])[O-].[K+].[K+].N#N>[Pd].C1(P(C2C=CC=CC=2)C2C=CC=CC=2)C=CC=CC=1.C1(P(C2C=CC=CC=2)C2C=CC=CC=2)C=CC=CC=1.C1(P(C2C=CC=CC=2)C2C=CC=CC=2)C=CC=CC=1.C1(P(C2C=CC=CC=2)C2C=CC=CC=2)C=CC=CC=1.O.C(O)C.C(COC)OC>[CH3:8][S:7][C:6]1[CH:5]=[CH:4][S:3][C:2]=1[C:10]1[CH:15]=[CH:14][CH:13]=[CH:12][CH:11]=1 |f:2.3.4,6.7.8.9.10|. Reported procedure: Degas a solution of 2-iodo-3-methylsulfanyl-thiophene (18 g, 70.3 mmol), 4-bromobenzeneboronic acid (14.1 g, 70.3 mmol), potassium carbonate (21.4 g, 155 mmol), tetrakis(triphenylphosphine)-palladium (0) (8.1 g, 7.02 mmol) in a mixture of anhydrous dimethoxyethane (300 ml) and absolute ethanol (150 ml) with Ar or N2 for 15 min and stir for 12 hours at 80° C. Cool the reaction mixture to room temperature, add water (100 ml) and extract the crude product with dichloromethane (3×150 ml). Purify the... Starting materials: BrC1=CC(=C(C(=O)NC=NOC)C=C1)C (4-bromo-N-(methoxyiminomethyl)-2-methyl benzoic acid amide), C(=O)[O-].[Na+] (sodium formate), dichlorobis(triphenylphosphine) palladium (II). Solvent: CN(C=O)C (N,N-dimethylformamide), O (water). Run at temperature 120 celsius, time 1.5 hour. The product is C(=O)C1=CC(=C(C(=O)NC=NOC)C=C1)C (4-formyl-N-(methoxyiminomethyl)-2-methyl benzoic acid amide). Yield: 43.7%. Reaction SMILES: Br[C:2]1[CH:14]=[CH:13][C:5]([C:6]([NH:8][CH:9]=[N:10][O:11][CH3:12])=[O:7])=[C:4]([CH3:15])[CH:3]=1.[CH:16]([O-])=[O:17].[Na+]>CN(C)C=O.O>[CH:16]([C:2]1[CH:14]=[CH:13][C:5]([C:6]([NH:8][CH:9]=[N:10][O:11][CH3:12])=[O:7])=[C:4]([CH3:15])[CH:3]=1)=[O:17] |f:1.2|. Reported procedure: In a solution of 0.20 g of 4-bromo-N-(methoxyiminomethyl)-2-methyl benzoic acid amide in 5 ml of N,N-dimethylformamide, 0.065 g of sodium formate and 0.026 g of dichlorobis(triphenylphosphine) palladium (II) were added, and stirred under carbon monoxide atmosphere at 120° C. for 1.5 hour. After the completion of the reaction, the reaction mixture was left and cooled to room temperature, and poured in 30 mL of water, and extracted with ethyl acetate (20 mL×2). The combined organic phases were was... Procedure: Benzhydrol-2-(2-amino-4-trifluoromethylphenoxy)-4-methoxybenzoate (950 mg, 0.0019 mol) and 3,5-bis(trifluoromethyl)benzenesulfonyl chloride (2.4 g, 0.008 mol) were mixed in pyridine, under argon, at room temperature for 16 h. The solvent was evaporated and the residue flash chromatographed (silica gel, ethyl acetate/hexane) to yield the title compound. 1H NMR (250 MHz, CDCl3) δ8.11 (s, 1H), 7.86-7.98 (m, 2H), 7.08-7.32 (s, 10 H), 6.94 (s, 1H), 6.87 (d, 1H), 6.70 (q, 3H), 6.48 (d, 1H), 6.11 (d, 1... RXN SMILES: [CH:1]([OH:14])([C:8]1[CH:13]=[CH:12][CH:11]=[CH:10][CH:9]=1)[C:2]1[CH:7]=[CH:6][CH:5]=[CH:4][CH:3]=1.[NH2:15][C:16]1[CH:33]=[C:32]([C:34]([F:37])([F:36])[F:35])[CH:31]=[CH:30][C:17]=1[O:18][C:19]1[CH:27]=[C:26]([O:28][CH3:29])[CH:25]=[CH:24][C:20]=1[C:21]([O-:23])=[O:22].[F:38][C:39]([F:55])([F:54])[C:40]1[CH:41]=[C:42]([S:50](Cl)(=[O:52])=[O:51])[CH:43]=[C:44]([C:46]([F:49])([F:48])[F:47])[CH:45]=1>N1C=CC=CC=1>[F:49][C:46]([F:47])([F:48])[C:44]1[CH:43]=[C:42]([S:50]([NH:15][C:16]2[CH:33]=[C:32]([C:34]([F:35])([F:36])[F:37])[CH:31]=[CH:30][C:17]=2[O:18][C:19]2[CH:27]=[C:26]([O:28][CH3:29])[CH:25]=[CH:24][C:20]=2[C:21]([OH:23])=[O:22])(=[O:51])=[O:52])[CH:41]=[C:40]([C:39]([F:55])([F:54])[F:38])[CH:45]=1.[CH:1]([OH:14])([C:8]1[CH:9]=[CH:10][CH:11]=[CH:12][CH:13]=1)[C:2]1[CH:7]=[CH:6][CH:5]=[CH:4][CH:3]=1 |f:0.1,4.5|. Product: FC(C=1C=C(C=C(C1)C(F)(F)F)S(=O)(=O)NC1=C(OC2=C(C(=O)O)C=CC(=C2)OC)C=CC(=C1)C(F)(F)F)(F)F.C(C1=CC=CC=C1)(C1=CC=CC=C1)O (Benzhydrol 2-[2-[3,5-Bis(trifluoromethyl)phenyl]sulfonamido-4-trifluoromethylphenoxy]-4-methoxybenzoic acid). The reactants are C(C1=CC=CC=C1)(C1=CC=CC=C1)O.NC1=C(OC2=C(C(=O)[O-])C=CC(=C2)OC)C=CC(=C1)C(F)(F)F (Benzhydrol 2-(2-amino-4-trifluoromethylphenoxy)-4-methoxybenzoate), FC(C=1C=C(C=C(C1)C(F)(F)F)S(=O)(=O)Cl)(F)F (3,5-bis(trifluoromethyl)benzenesulfonyl chloride). Solvent: N1=CC=CC=C1 (pyridine). Starting materials: Ranney-Ni, FC(C=1C=C(C=CC1)NC(=O)N1C=CC2=CC(=CC=C12)OC1=NC=NC(=C1)C(O[Si](C)(C)C)C#N)(F)F ((±)-5-[6-(cyano-trimethylsilanyloxy-methyl)-pyrimidin-4-yloxy]-indole-1-carboxylic acid (3-trifluoromethyl-phenyl)-amide). The solvent is CO (MeOH), CO (MeOH), C1CCOC1 (THF). Reaction conditions: time 8 hour. The product is FC(C=1C=C(C=CC1)NC(=O)N1C=CC2=CC(=CC=C12)OC1=NC=NC(=C1)C(CN)O)(F)F ((±)-5-[6-(2-Amino-1-hydroxy-ethyl)-pyrimidin-4-yloxy]-indole-1-carboxylic acid (3-trifluoromethyl-phenyl)-amide). RXN SMILES: [F:1][C:2]([F:37])([F:36])[C:3]1[CH:4]=[C:5]([NH:9][C:10]([N:12]2[C:20]3[C:15](=[CH:16][C:17]([O:21][C:22]4[CH:27]=[C:26]([CH:28]([C:34]#[N:35])[O:29][Si](C)(C)C)[N:25]=[CH:24][N:23]=4)=[CH:18][CH:19]=3)[CH:14]=[CH:13]2)=[O:11])[CH:6]=[CH:7][CH:8]=1>CO.C1COCC1>[F:36][C:2]([F:1])([F:37])[C:3]1[CH:4]=[C:5]([NH:9][C:10]([N:12]2[C:20]3[C:15](=[CH:16][C:17]([O:21][C:22]4[CH:27]=[C:26]([CH:28]([OH:29])[CH2:34][NH2:35])[N:25]=[CH:24][N:23]=4)=[CH:18][CH:19]=3)[CH:14]=[CH:13]2)=[O:11])[CH:6]=[CH:7][CH:8]=1. Reported procedure: Ranney-Ni (20 mg) is washed with MeOH (3×5 mL) before a solution of (±)-5-[6-(cyano-trimethylsilanyloxy-methyl)-pyrimidin-4-yloxy]-indole-1-carboxylic acid (3-trifluoromethyl-phenyl)-amide (100 mg, 0.19 mmol) in MeOH (5 mL) and THF (3 mL) is added. The mixture is stirred under H2 atmosphere (ballon) overnight. The mixture is filtered through Celite® and the filtrate is concentrated. The residue is then separated by FCC (0-10% MeOH/EtOAc) to provide the title compound. MS (ESI) m/z 458.1 (M+1); 1... The reactants are C(#N)[BH3-].[Na+] (sodium cyanoborohydride), FC(C(=O)O)(F)F.NC1C(N(CCSC1)CC(=O)OC)=O (6-Amino-4-N-(carbomethoxymethyl)perhydro-1,4-thiazepin-5-one, trifluoroacetate salt), C(C)(=O)[O-].[Na+] (sodium acetate), O=C(C(=O)OCC)CCC1=CC=CC=C1 (ethyl 2-keto-4-phenylbutyrate). Solvent: CO (methanol), CO (methanol). Run at time 0.5 hour. Product: C(=O)(OC)CN1CCSCC(C1=O)N(CCCC1=CC=CC=C1)C(=O)OCC (4-N-(Carbomethoxymethyl)-6-(carboethoxy-3-phenylpropylamino)-perhydro-1,4-thiazepin-5-one). RXN SMILES: FC(F)(F)[C:3]([OH:5])=[O:4].[NH2:8][CH:9]1[CH2:15][S:14][CH2:13][CH2:12][N:11]([CH2:16][C:17]([O:19][CH3:20])=[O:18])[C:10]1=[O:21].[C:22]([O-])(=O)[CH3:23].[Na+].O=[C:28]([CH2:34][CH2:35][C:36]1[CH:41]=[CH:40][CH:39]=[CH:38][CH:37]=1)C(OCC)=O.C([BH3-])#N.[Na+]>CO>[C:17]([CH2:16][N:11]1[C:10](=[O:21])[CH:9]([N:8]([C:3]([O:5][CH2:22][CH3:23])=[O:4])[CH2:28][CH2:34][CH2:35][C:36]2[CH:41]=[CH:40][CH:39]=[CH:38][CH:37]=2)[CH2:15][S:14][CH2:13][CH2:12]1)([O:19][CH3:20])=[O:18] |f:0.1,2.3,5.6|. Reported procedure: 6-Amino-4-N-(carbomethoxymethyl)perhydro-1,4-thiazepin-5-one, trifluoroacetate salt (0.166 g), sodium acetate (0.04 g), and ethyl 2-keto-4-phenylbutyrate are dissolved in 1 ml of methanol. After 1/2 hour at room temperature, a solution of sodium cyanoborohydride (0.16 g) in 0.5 ml of methanol is added dropwise over a period of one hour. At the end of seven hours, the reaction mixture is partitioned between chloroform and water. The aqueous phase is adjusted to pH 10 with sodium bicarbonate. The ... Reactants: ClC1=C(C=CC(=C1)/C(=C/C(C)O)/C)C1=CC=CC=C1 ((E)-4-(2-chloro-4-biphenylyl)-3-pentene-2-ol). The solvent is C(C)(=O)OCC (ethyl acetate). Product: ClC1=C(C=CC(=C1)C(CC(C)O)C)C1=CC=CC=C1 (4-(2-Chloro-4-biphenylyl)-2-pentanol). As a reaction SMILES: [Cl:1][C:2]1[CH:7]=[C:6](/[C:8](/[CH3:13])=[CH:9]/[CH:10]([OH:12])[CH3:11])[CH:5]=[CH:4][C:3]=1[C:14]1[CH:19]=[CH:18][CH:17]=[CH:16][CH:15]=1>C(OCC)(=O)C>[Cl:1][C:2]1[CH:7]=[C:6]([CH:8]([CH3:13])[CH2:9][CH:10]([OH:12])[CH3:11])[CH:5]=[CH:4][C:3]=1[C:14]1[CH:15]=[CH:16][CH:17]=[CH:18][CH:19]=1. Reported procedure: 40.0 Gm (0.147 mol) of (E)-4-(2-chloro-4-biphenylyl)-3-pentene-2-ol, dissolved in 800 ml of ethyl acetate, were hydrogenated at room temperature and at a hydrogen pressure of 3 atmospheres in the presence of 15.0 gm of Raney-nickel until hydrogen absorption had ceased. The catalyst was then filtered off, and the filtrate was evaporated in vacuo. The residue, a colorless, non-crystallizing, highly viscous oil, was purified by chromatography on silicagel, first using benzene and then benzene/ethyl...